From a dataset of the Open Reaction Database (ORD), a public repository of structured organic reaction records. describe an organic reaction: reactants, conditions, products, and yield The reactants are C1(=CC=CC=C1)[C@H]1[C@@H](C1)N1C(N2C(CNCC2)C1=O)=O (2-[trans-2-phenylcyclopropyl]tetrahydroimidazo[1,5-a]pyrazine-1,3(2H,5H)-dione), C1(=CC=CC=C1)C=1C=NOC1N (4-Phenylisoxazol-5-amine), C1=CN(C=N1)C(=O)N2C=CN=C2 (CDI), [Li+].C[Si](C)(C)[N-][Si](C)(C)C (LiHMDS). Solvent: C1CCOC1 (THF). Conditions: time 2 hour. Product: O=C1N(C(N2C1CN(CC2)C(=O)NC2=C(C=NO2)C2=CC=CC=C2)=O)[C@@H]2[C@H](C2)C2=CC=CC=C2 (1,3-Dioxo-2-[(1S,2R)-2-phenylcyclopropyl]-N-(4-phenylisoxazol-5-yl)hexahydroimidazo[1,5-a]pyrazine-7(1H)-carboxamide). Isolated yield 30.0%. As a reaction SMILES: [C:1]1([C:7]2[CH:8]=[N:9][O:10][C:11]=2[NH2:12])[CH:6]=[CH:5][CH:4]=[CH:3][CH:2]=1.[Li+].C[Si]([N-][Si](C)(C)C)(C)C.C1N=CN([C:28](N2C=NC=C2)=[O:29])C=1.[C:35]1([C@@H:41]2[CH2:43][C@H:42]2[N:44]2[C:52](=[O:53])[CH:47]3[CH2:48][NH:49][CH2:50][CH2:51][N:46]3[C:45]2=[O:54])[CH:40]=[CH:39][CH:38]=[CH:37][CH:36]=1>C1COCC1>[O:53]=[C:52]1[CH:47]2[CH2:48][N:49]([C:28]([NH:12][C:11]3[O:10][N:9]=[CH:8][C:7]=3[C:1]3[CH:2]=[CH:3][CH:4]=[CH:5][CH:6]=3)=[O:29])[CH2:50][CH2:51][N:46]2[C:45](=[O:54])[N:44]1[C@H:42]1[CH2:43][C@@H:41]1[C:35]1[CH:40]=[CH:39][CH:38]=[CH:37][CH:36]=1 |f:1.2|. Procedure: 4-Phenylisoxazol-5-amine (2 eq) was dissolved in THF (0.1M) and treated with LiHMDS (0.1N, 2 eq), after stirring for 1 h CDI (1 eq) was added. The suspension was stirred for a further 2 h and then A5 (1 eq, 0.1 M) was added and the reaction stirred 5 h. The reaction was quenched with sat. aq. NH4Cl solution and then extracted with EtOAc. Organic layers were washed with brine, dried and concentrated under reduced pressure. The crude material was purified by preparative RP-HPLC using H2O (0.1% TFA... Reactants: CCC(C)C1CC(=O)CC(=O)C1, Cc1ccc(S(=O)(=O)N=C=O)cc1, c1ccccc1. Yields the product CCC(C)C1CC(=O)C(C(=O)NS(=O)(=O)c2ccc(C)cc2)C(=O)C1. RXN SMILES: [CH:1]([CH3:2])([CH2:3][CH3:4])[CH:5]1[CH2:6][C:7](=[O:12])[CH2:8][C:9](=[O:11])[CH2:10]1.[c:13]1([CH3:25])[cH:14][cH:15][c:16]([S:19](=[O:20])(=[O:21])[N:22]=[C:23]=[O:24])[cH:17][cH:18]1.[cH:26]1[cH:27][cH:28][cH:29][cH:30][cH:31]1>>[CH:1]([CH3:2])([CH2:3][CH3:4])[CH:5]1[CH2:6][C:7](=[O:12])[CH:8]([C:23]([NH:22][S:19]([c:16]2[cH:15][cH:14][c:13]([CH3:25])[cH:18][cH:17]2)(=[O:20])=[O:21])=[O:24])[C:9](=[O:11])[CH2:10]1. Yields the product CC(=O)NC1=CC(=C(C=C1Cl)Cl)Cl (2,4,5-Trichloroacetanilide). Run at temperature 50 celsius. Starting materials: C(C)(=O)Cl (Acetyl chloride), ClC1=C(N)C=C(C(=C1)Cl)Cl (2,4,5-trichloroaniline), 3A. RXN SMILES: [C:1](Cl)(=[O:3])[CH3:2].[Cl:5][C:6]1[CH:12]=[C:11]([Cl:13])[C:10]([Cl:14])=[CH:9][C:7]=1[NH2:8]>ClCCl>[CH3:2][C:1]([NH:8][C:7]1[C:6]([Cl:5])=[CH:12][C:11]([Cl:13])=[C:10]([Cl:14])[CH:9]=1)=[O:3]. Solvent: ClCCl (dichloromethane). Reported procedure: Acetyl chloride (2.13 mls; 0.03 mole) is added dropwise to a suspension of 2,4,5-trichloroaniline (4.91 g; 0.025 mole) and powdered 3A molecular sieves (7.4 g) in dichloromethane (25 mls), at room temperature, under a nitrogen atmosphere. When addition is completed, the mixture is heated to 50° C. for 1.5 hours and then cooled to room temperature. The 3A sieves are separated by filtration and washed with dichloromethane. All dichloromethane solutions are combined and evaporated to obtain 4.1 gra... The reactants are CC(C)c1cc(Oc2c(Cl)cc(-n3nc(C#N)c(=O)[nH]c3=O)cc2Cl)nn(CO)c1=O, C1CCOC1, O=S(Cl)Cl. Yields the product CC(C)c1cc(Oc2c(Cl)cc(-n3nc(C#N)c(=O)[nH]c3=O)cc2Cl)nn(CCl)c1=O. As a reaction SMILES: [Cl:1][c:2]1[cH:3][c:4](-[n:22]2[n:23][c:24]([C:30]#[N:31])[c:25](=[O:29])[nH:26][c:27]2=[O:28])[cH:5][c:6]([Cl:21])[c:7]1[O:8][c:9]1[n:10][n:11]([CH2:19][OH:20])[c:12](=[O:18])[c:13]([CH:15]([CH3:16])[CH3:17])[cH:14]1.[O:36]1[CH2:37][CH2:38][CH2:39][CH2:40]1.[S:32]([Cl:33])([Cl:34])=[O:35]>>[Cl:1][c:2]1[cH:3][c:4](-[n:22]2[n:23][c:24]([C:30]#[N:31])[c:25](=[O:29])[nH:26][c:27]2=[O:28])[cH:5][c:6]([Cl:21])[c:7]1[O:8][c:9]1[n:10][n:11]([CH2:19][Cl:34])[c:12](=[O:18])[c:13]([CH:15]([CH3:16])[CH3:17])[cH:14]1. The reactants are C(C)(C)(C)OC(NCCCCN(C)CCNC(=O)C1=NC(=C(N=C1N)N)Cl)=O ([4-({2-[(3,5-Diamino-6-chloro-pyrazine-2-carbonyl)-amino]-ethyl}-methyl-amino)-butyl]-carbamic acid tert-butyl ester). Run in C(Cl)Cl (DCM), C(=O)(C(F)(F)F)O (TFA). Yields the product NCCCCN(CCNC(=O)C1=NC(=C(N=C1N)N)Cl)C (3,5-Diamino-6-chloro-pyrazine-2-carboxylic acid {2-[(4-amino-butyl)-methyl-amino]-ethyl}-amide). Reaction SMILES: C(OC(=O)[NH:7][CH2:8][CH2:9][CH2:10][CH2:11][N:12]([CH2:14][CH2:15][NH:16][C:17]([C:19]1[C:24]([NH2:25])=[N:23][C:22]([NH2:26])=[C:21]([Cl:27])[N:20]=1)=[O:18])[CH3:13])(C)(C)C>C(Cl)Cl.C(O)(C(F)(F)F)=O>[NH2:7][CH2:8][CH2:9][CH2:10][CH2:11][N:12]([CH3:13])[CH2:14][CH2:15][NH:16][C:17]([C:19]1[C:24]([NH2:25])=[N:23][C:22]([NH2:26])=[C:21]([Cl:27])[N:20]=1)=[O:18]. Reported procedure: [4-({2-[(3,5-Diamino-6-chloro-pyrazine-2-carbonyl)-amino]-ethyl}-methyl-amino)-butyl]-carbamic acid tert-butyl ester (0.54 g, 2.2 mmol) in DCM (10 mL) and TFA (2 mL) is stirred at RT for 1 h. The solvent is removed in vacuo and the resulting oil is dissolved in saturated aqueous sodium carbonate solution. The mixture is concentrated in vacuo and the residue is dissolved in MeOH and filtered to remove the sodium carbonate. The filtrate is concentrated in vacuo to afford the title compound. [M+H]+... Starting materials: COC1C(CCCC1)N1C(C=CC2=CC(=CC=C12)S(=O)(=O)OC1=C(C(=C(C(=C1F)F)F)F)F)=O ((±)-perfluorophenyl 1-(2-methoxycyclohexyl)-2-oxo-1,2-dihydroquinoline-6-sulfonate), NC1=NC=NS1 (5-amino-1,2,4-thiadiazole). Solvent: CCOC(=O)C (EtOAc). Run at temperature 0 celsius, time 15 minute. Product: CO[C@@H]1[C@H](CCCC1)N1C(C=CC2=CC(=CC=C12)S(=O)(=O)NC1=NC=NS1)=O (1-((1S,2S)-2-methoxycyclohexyl)-2-oxo-N-1,2,4-thiadiazol-5-yl-1,2-dihydro-6-quinolinesulfonamide). Isolated yield 38.8%. As a reaction SMILES: [CH3:1][O:2][CH:3]1[CH2:8][CH2:7][CH2:6][CH2:5][CH:4]1[N:9]1[C:18]2[C:13](=[CH:14][C:15]([S:19](OC3C(F)=C(F)C(F)=C(F)C=3F)(=[O:21])=[O:20])=[CH:16][CH:17]=2)[CH:12]=[CH:11][C:10]1=[O:34].[NH2:35][C:36]1[S:40][N:39]=[CH:38][N:37]=1>CCOC(C)=O>[CH3:1][O:2][C@H:3]1[CH2:8][CH2:7][CH2:6][CH2:5][C@@H:4]1[N:9]1[C:18]2[C:13](=[CH:14][C:15]([S:19]([NH:35][C:36]3[S:40][N:39]=[CH:38][N:37]=3)(=[O:21])=[O:20])=[CH:16][CH:17]=2)[CH:12]=[CH:11][C:10]1=[O:34]. Procedure details: A 10-mL RBF was charged with (±)-perfluorophenyl 1-(2-methoxycyclohexyl)-2-oxo-1,2-dihydroquinoline-6-sulfonate (65 mg, 0.129 mmol), 5-amino-1,2,4-thiadiazole (19.6 mg, 0.194 mmol) then purged with nitrogen for 10 min. Tetrahydrofuran (323 μL) and dimethyl sulfoxide (990 μL) were sequentially introduced via syringe and the resultant solution cooled to 0° C. A solution of lithium bis(trimethylsilyl)amide in tetrahydrofuran (1.0 M, (871 μL, 0.871 mmol) was added dropwise via syringe to the stirred... The reactants are crude residue, C1(=CC=CC=C1)OC (anisole), C(C)(C)(C)OC(=O)N1CCC(CC1)COC[C@@H](C1=CC=CC=C1)NC(=O)C1=CC=C2C(=CNC2=C1)Cl (4-{(R)-2-[(3-chloro-1H-indole-6-carbonyl)amino]-2-phenylethoxymethyl}piperidine-1-carboxylic acid tert-butyl ester). The product is ClC1=CNC2=CC(=CC=C12)C(=O)N[C@@H](COCC1CCNCC1)C1=CC=CC=C1 (3-Chloro-N-[(R)-1-phenyl-2-(piperidin-4-ylmethoxy)ethyl]-1H-indole-6-carboxamide). The yield is 135.3%. As a reaction SMILES: C1(OC)C=CC=CC=1.C(OC([N:16]1[CH2:21][CH2:20][CH:19]([CH2:22][O:23][CH2:24][C@H:25]([NH:32][C:33]([C:35]2[CH:43]=[C:42]3[C:38]([C:39]([Cl:44])=[CH:40][NH:41]3)=[CH:37][CH:36]=2)=[O:34])[C:26]2[CH:31]=[CH:30][CH:29]=[CH:28][CH:27]=2)[CH2:18][CH2:17]1)=O)(C)(C)C>>[Cl:44][C:39]1[C:38]2[C:42](=[CH:43][C:35]([C:33]([NH:32][C@H:25]([C:26]3[CH:31]=[CH:30][CH:29]=[CH:28][CH:27]=3)[CH2:24][O:23][CH2:22][CH:19]3[CH2:18][CH2:17][NH:16][CH2:21][CH2:20]3)=[O:34])=[CH:36][CH:37]=2)[NH:41][CH:40]=1. Procedure: Using deprotection method B, but without addition of anisole, 4-{(R)-2-[(3-chloro-1H-indole-6-carbonyl)amino]-2-phenylethoxymethyl}piperidine-1-carboxylic acid tert-butyl ester (4.6 g crude, 8.97 mmol) afforded 5 g (100%) of the title compound as a crude residue, which was used without further purification.